This data is from the Open Reaction Database (ORD), a public repository of structured organic reaction records. The task is: describe an organic reaction: reactants, conditions, products, and yield The solvent is C1CCOC1 (THF). Yields the product C(C)(C)(C)OC(NC1(CCC1)C1=CC=C(C=C1)C=1C(=CC=2NC(NCC2N1)=O)C1=CC=CC=C1)=O (tert-butyl(1-(4-(2-oxo-7-phenyl-1,2,3,4-tetrahydropyrido[3,2-d]pyrimidin-6-yl)phenyl)cyclobutyl)carbamate). Reactants: C(C)(C)(C)OC(NC1(CCC1)C1=CC=C(C=C1)C1=NC(=C(C=C1C1=CC=CC=C1)N)CN)=O (tert-butyl(1-(4-(5-amino-6-(aminomethyl)-3-phenylpyridin-2-yl)phenyl)cyclobutyl)carbamate), C1=CN(C=N1)C(=O)N2C=CN=C2 (CDI). Conditions: time 1 hour. Yield: 60.4%. Reaction SMILES: [C:1]([O:5][C:6](=[O:33])[NH:7][C:8]1([C:12]2[CH:17]=[CH:16][C:15]([C:18]3[C:23]([C:24]4[CH:29]=[CH:28][CH:27]=[CH:26][CH:25]=4)=[CH:22][C:21]([NH2:30])=[C:20]([CH2:31][NH2:32])[N:19]=3)=[CH:14][CH:13]=2)[CH2:11][CH2:10][CH2:9]1)([CH3:4])([CH3:3])[CH3:2].C1N=CN([C:39](N2C=NC=C2)=[O:40])C=1>C1COCC1>[C:1]([O:5][C:6](=[O:33])[NH:7][C:8]1([C:12]2[CH:13]=[CH:14][C:15]([C:18]3[C:23]([C:24]4[CH:25]=[CH:26][CH:27]=[CH:28][CH:29]=4)=[CH:22][C:21]4[NH:30][C:39](=[O:40])[NH:32][CH2:31][C:20]=4[N:19]=3)=[CH:16][CH:17]=2)[CH2:9][CH2:10][CH2:11]1)([CH3:4])([CH3:2])[CH3:3]. Procedure details: To a solution of tert-butyl(1-(4-(5-amino-6-(aminomethyl)-3-phenylpyridin-2-yl)phenyl)cyclobutyl)carbamate (113 mg, 0.25 mmol) in dry THF (2 ml) was added CDI (41 mg, 0.25 mmol) under nitrogen. The resulting mixture was stirred for 1 h at 60 C and concentrated to dryness under reduced pressure. The resulting residue was purified by Biotage silica gel chromatography (gradient 0 to 5% MeOH in DCM) to give the title compound (71 mg, 59%). 1H NMR (500 MHz, CDCl3): 8.91 (1H, br s), 7.19-7.11 (7H, m),...